This data is from the Open Reaction Database (ORD), a public repository of structured organic reaction records. The task is: describe an organic reaction: reactants, conditions, products, and yield The reactants are NCC(=O)C1=CC=CC=C1 (2-Aminoacetophenone), S(=O)(=O)(N)N (sulfamide), COCCOCCOC (diglyme), [OH-].[Na+] (sodium hydroxide), CCOCC (ether). Conditions: temperature 150 celsius, time 1 hour. The product is CC1NS(N(C2=C1C=CC=C2)CC=C)(=O)=O (3,4-dihydro-4-methyl-1-(prop-2-en-1-yl)-1H-2,1,3-benzothiadiazine-2,2-dioxide). Reaction SMILES: N[CH2:2][C:3]([C:5]1[CH:10]=[CH:9][CH:8]=[CH:7][CH:6]=1)=O.[S:11]([NH2:15])([NH2:14])(=[O:13])=[O:12].COCCO[CH2:21][CH2:22]OC.[OH-].[Na+].[CH3:27]COCC>>[CH3:2][CH:3]1[C:5]2[CH:6]=[CH:7][CH:8]=[CH:9][C:10]=2[N:15]([CH2:27][CH:21]=[CH2:22])[S:11](=[O:13])(=[O:12])[NH:14]1 |f:3.4|. Procedure: 2-Aminoacetophenone(5.6 g, 41.5 mmol)and sulfamide (4 g, 41.5 mm) were added to diglyme (70 ml, dried over 4A molecular sieves) and the solution heated under nitrogen at 150° C. After 1 hour a solid forms but heating was continued for 2 hours in total. After cooling, ether was added followed by 2N sodium hydroxide which dissolved the solid formed. The aqueous phase was collected, diluted with ethanol and (prop-2-en-1-yl) bromide (8 ml) added, stirring being continued overnight. After concentrati...